From a dataset of the Open Reaction Database (ORD), a public repository of structured organic reaction records. describe an organic reaction: reactants, conditions, products, and yield The reactants are C(C1=CC=CC=C1)OC1=C(C(=C(C(=C1C)C)OCC1=CC=CC=C1)C)CCN (2-(2,5-bis(benzyloxy)-3,4,6-trimethylphenyl)ethanamine), C(C)(C)(C)OC(=O)OC(=O)OC(C)(C)C (di-tert-butyldicarbonate), [OH-].[Na+] (sodium hydroxide). Run in C(C)(=O)OCC (ethyl acetate), O1CCOCC1 (dioxane). Reaction conditions: time 100 minute. Yields the product C(C1=CC=CC=C1)OC1=C(C(=C(C(=C1C)C)OCC1=CC=CC=C1)C)CCNC (2-(2,5-bis(benzyloxy)-3,4,6-trimethylphenyl)-N-methylethanamine). Yield: 87.2%. As a reaction SMILES: [CH2:1]([O:8][C:9]1[C:14]([CH3:15])=[C:13]([CH3:16])[C:12]([O:17][CH2:18][C:19]2[CH:24]=[CH:23][CH:22]=[CH:21][CH:20]=2)=[C:11]([CH3:25])[C:10]=1[CH2:26][CH2:27][NH2:28])[C:2]1[CH:7]=[CH:6][CH:5]=[CH:4][CH:3]=1.[C:29](OC(OC(OC(C)(C)C)=O)=O)(C)(C)C.[OH-].[Na+]>O1CCOCC1.C(OCC)(=O)C>[CH2:1]([O:8][C:9]1[C:14]([CH3:15])=[C:13]([CH3:16])[C:12]([O:17][CH2:18][C:19]2[CH:24]=[CH:23][CH:22]=[CH:21][CH:20]=2)=[C:11]([CH3:25])[C:10]=1[CH2:26][CH2:27][NH:28][CH3:29])[C:2]1[CH:3]=[CH:4][CH:5]=[CH:6][CH:7]=1 |f:2.3|. Procedure: To a solution of 2-(2,5-bis(benzyloxy)-3,4,6-trimethylphenyl)ethanamine (1.0 g, 2.65 mmol) in dioxane (6.6 mL) was added di-tert-butyldicarbonate (730 μL, 3.19 mmol), followed by aqueous sodium hydroxide (2.5 M solution, 1.28 mL, 3.19 mmol). The reaction mixture was stirred for 100 min, At this time, HPLC analysis indicated complete conversion to product. The mixture was then diluted in ethyl acetate (25 mL), transferred to a separatory funnel, and washed with 1 M aqueous sodium bicarbonate (2×1... Reactants: [Al+3], N#Cc1ccc(Br)cc1Cl, Cl, [H-], [H-], [H-], C1CCOC1. Yields the product NCc1ccc(Br)cc1Cl. As a reaction SMILES: [Al+3:12].[Br:1][c:2]1[cH:3][c:4]([Cl:10])[c:5]([C:6]#[N:7])[cH:8][cH:9]1.[ClH:15].[H-:11].[H-:13].[H-:14].[O:16]1[CH2:17][CH2:18][CH2:19][CH2:20]1>>[Br:1][c:2]1[cH:3][c:4]([Cl:10])[c:5]([CH2:6][NH2:7])[cH:8][cH:9]1. The solvent is CO (methanol). Yields the product Cl.COC(CC1=C(C=CC=C1)CN)=O ((2-aminomethyl-phenyl)-acetic acid methyl ester hydrochloride). The reactants are Cl (hydrochloric acid), COC(CC1=C(C=CC=C1)C#N)=O ((2-cyano-phenyl)-acetic acid methyl ester), [H][H] (hydrogen). RXN SMILES: [CH3:1][O:2][C:3](=[O:13])[CH2:4][C:5]1[CH:10]=[CH:9][CH:8]=[CH:7][C:6]=1[C:11]#[N:12].[ClH:14].[H][H]>CO>[ClH:14].[CH3:1][O:2][C:3](=[O:13])[CH2:4][C:5]1[CH:10]=[CH:9][CH:8]=[CH:7][C:6]=1[CH2:11][NH2:12] |f:4.5|. Procedure: To a solution of 3a in methanol (0.2 M) was added palladium, 10 weight % (dry basis) on activated carbon, wet, (0.1 eq) and concentrated hydrochloric acid (3.5 eq). The reaction mixture was shaken overnight on a Parr reactor, with hydrogen pressure equal to 70 psi. The reaction mixture was filtered through celite, concentrated in vacuo then triturated with ether. The product was obtained as a white solid. (85%) 1H NMR (300 MHz, DMSO-d6) δ 8.66 (br s, 2H), 7.55 (m, 1H), 7.32 (m, 3H), 4.01 (m, 2H)... Starting materials: CC1=C(N=CN1)CSCCNC1=NC=CC=C1OCC1=CC=CC=C1 (2-[2-(5-Methyl-4-imidazolylmethylthio)ethyl]amino-3-benzyloxypyridine), Cl (hydrochloric acid), C(C)(=O)OCC (ethyl acetate). The solvent is CO (methanol). Run at time 2 day. Yields the product Cl.Cl.CC1=C(N=CN1)CSCCNC1=NC=CC=C1O (2-[2-(5-methyl-4-imidazolylmethylthio)ethyl]amino-3-hydroxypyridine dihydrochloride). RXN SMILES: [CH3:1][C:2]1[NH:6][CH:5]=[N:4][C:3]=1[CH2:7][S:8][CH2:9][CH2:10][NH:11][C:12]1[C:17]([O:18]CC2C=CC=CC=2)=[CH:16][CH:15]=[CH:14][N:13]=1.[ClH:26].C(OCC)(=O)C>CO>[ClH:26].[ClH:26].[CH3:1][C:2]1[NH:6][CH:5]=[N:4][C:3]=1[CH2:7][S:8][CH2:9][CH2:10][NH:11][C:12]1[C:17]([OH:18])=[CH:16][CH:15]=[CH:14][N:13]=1 |f:4.5.6|. Reported procedure: 2-[2-(5-Methyl-4-imidazolylmethylthio)ethyl]amino-3-benzyloxypyridine (1.3 g; 0.0036 moles) was treated with conc. hydrochloric acid (10 ml) and heated to 60° for 4 hours. The reaction mixture was stripped in vacuo to a green oil, dissolved in methanol, treated with ethyl acetate and left to stand for 2 days. The red crystals obtained were filtered off and recrystallised from methanol/ethyl acetate to give 2-[2-(5-methyl-4-imidazolylmethylthio)ethyl]amino-3-hydroxypyridine dihydrochloride as dar... Reactants: FC(S(=O)(=O)OC1=CC2=C(CCC1)C=C(C=C2)OC)(F)F (2-methoxy-8,9-dihydro-7H-benzocyclohepten-6-yl trifluoromethanesulfonate), C(CCC)[Sn](C1=C(C=CC=C1)[N+](=O)[O-])(CCCC)CCCC (tributyl(2-nitrophenyl)tin), COC1=CC2=C(C=C(CCC2)C2=C(C=CC=C2)[N+](=O)[O-])C=C1 (3-methoxy-8-(2-nitrophenyl)-6,7-dihydro-5H-benzocycloheptene). Product: COC=1C=CC2=C(CCCC(=C2)C2=C(C=CC=C2)N)C1 (2-(2-Methoxy-8,9-dihydro-7H-benzocyclohepten-6-yl)phenylamine). Isolated yield 59.3%. As a reaction SMILES: FC(F)(F)S(OC1CCCC2C=C(OC)C=CC=2C=1)(=O)=O.C([Sn](CCCC)(CCCC)C1C=CC=CC=1[N+]([O-])=O)CCC.[CH3:44][O:45][C:46]1[CH:65]=[CH:64][C:49]2[CH:50]=[C:51]([C:55]3[CH:60]=[CH:59][CH:58]=[CH:57][C:56]=3[N+:61]([O-])=O)[CH2:52][CH2:53][CH2:54][C:48]=2[CH:47]=1>>[CH3:44][O:45][C:46]1[CH:65]=[CH:64][C:49]2[CH:50]=[C:51]([C:55]3[CH:60]=[CH:59][CH:58]=[CH:57][C:56]=3[NH2:61])[CH2:52][CH2:53][CH2:54][C:48]=2[CH:47]=1. Procedure details: Synthesized from 2-methoxy-8,9-dihydro-7H-benzocyclohepten-6-yl trifluoromethanesulfonate and tributyl(2-nitrophenyl)tin according to an analogous synthetic method to Preparation Example 77, 3-methoxy-8-(2-nitrophenyl)-6,7-dihydro-5H-benzocycloheptene (830 mg) was used according to an analogous synthetic method to Example 57 to provide the title compound (442 mg). The reactants are C1(=CC=CC=C1)C(=NC=1C(=CC=CC1)NC1=NC(=CC=C1)C)C1=CC=CC=C1 (N1-(diphenylmethylene)-N2-(6-methylpyridine-2-yl)benzene-1,2-diamine), Cl (hydrochloric acid). Solvent: O1CCCC1 (tetrahydrofuran). Conditions: time 2 hour. The product is CC1=CC=CC(=N1)NC=1C(=CC=CC1)N (N-(6-methylpyridine-2-yl)benzene-1,2-diamine). Isolated yield 90.3%. Reaction SMILES: C1(C(C2C=CC=CC=2)=[N:8][C:9]2[C:10]([NH:15][C:16]3[CH:21]=[CH:20][CH:19]=[C:18]([CH3:22])[N:17]=3)=[CH:11][CH:12]=[CH:13][CH:14]=2)C=CC=CC=1.Cl>O1CCCC1>[CH3:22][C:18]1[N:17]=[C:16]([NH:15][C:10]2[C:9]([NH2:8])=[CH:14][CH:13]=[CH:12][CH:11]=2)[CH:21]=[CH:20][CH:19]=1. Procedure details: 42.1 g (0.11 mol) of N1-(diphenylmethylene)-N2-(6-methylpyridine-2-yl)benzene-1,2-diamine was dissolved in tetrahydrofuran (100 ml), and 10% hydrochloric acid (45 ml) was added thereto, and was stirred for 2 hours at room temperature. The solvent was distilled off under reduced pressure, and water was added to the residue thus obtained and washed with ethyl acetate. Then, the aqueous layer was adjusted to pH>11, and the aqueous layer was extracted with methylene chloride. The organic layer was w...